Task: describe an organic reaction: reactants, conditions, products, and yield. Dataset: the Open Reaction Database (ORD), a public repository of structured organic reaction records Starting materials: BrC=1SC2=C(N1)CC(=N2)C(=O)O (2-bromo-6H-pyrrolo[3,2-d]thiazole-5-carboxylic acid), CCN(C(C)C)C(C)C (DIEA), C(CCl)Cl (EDC), C=1C=CC2=C(C1)N=NN2O (HOBT), [NH4+].[Cl-] (NH4Cl). The solvent is CN(C)C=O (DMF), C(C)(=O)OCC (ethyl acetate). Reaction conditions: time 6 hour. The product is BrC=1SC2=C(N1)CC(=N2)C(=O)N (2-Bromo-6H-pyrrolo[3,2-d]thiazole-5-carboxylic acid amide). RXN SMILES: [Br:1][C:2]1[S:3][C:4]2[N:9]=[C:8]([C:10]([OH:12])=O)[CH2:7][C:5]=2[N:6]=1.CC[N:15](C(C)C)C(C)C.C(Cl)CCl.C1C=CC2N(O)N=NC=2C=1.[NH4+].[Cl-]>CN(C=O)C.C(OCC)(=O)C>[Br:1][C:2]1[S:3][C:4]2[N:9]=[C:8]([C:10]([NH2:15])=[O:12])[CH2:7][C:5]=2[N:6]=1 |f:4.5|. Reported procedure: Add to a solution of 2-bromo-6H-pyrrolo[3,2-d]thiazole-5-carboxylic acid (2.53 gm, 10 mmol) in DMF (45 ml), DIEA (diisopropylethylamine, 10 ml, 6 eq), EDC (1-( 3-dimethylaminopropyl)-3-ethylcarbodiimide HCl, 5.0 gm, 3.5 eq); HOBT ( 1-hydroxybenzotriazole, 1.91 gm, 14 mmol, 1.4 eq) and NH4Cl (2.25 gm, 42.mmol). Stir the mixture at room temp for 6 hr and monitor by LC-MS. When complete, dilute the mixture with ethyl acetate, and wash with water and brine. Collect the solid by filtration (2.21 gm) ... Reactants: CC1=C(C=C(C=C1)C(NC1=CC(=CC=C1)C(F)(F)F)=O)NC(=O)C1=CSC2=C1N=CN=C2S(=O)C (N-(2-methyl-5-(3-(trifluoromethyl)phenylcarbamoyl)phenyl)-4-(methylsulfinyl)thieno[3,2-d]pyrimidine-7-carboxamide), CC1=CC=C(C=N1)N (6-methylpyridine-3-amine). Yields the product CC1=C(C=C(C=C1)C(NC1=CC(=CC=C1)C(F)(F)F)=O)NC(=O)C1=CSC2=C1N=CN=C2NC=2C=NC(=CC2)C (N-(2-methyl-5-(3-(trifluoromethyl)phenylcarbamoyl)phenyl)-4-(6-methylpyridine-3-ylamino)thieno[3,2-d]pyrimidine-7-carboxamide). RXN SMILES: [CH3:1][C:2]1[CH:7]=[CH:6][C:5]([C:8](=[O:20])[NH:9][C:10]2[CH:15]=[CH:14][CH:13]=[C:12]([C:16]([F:19])([F:18])[F:17])[CH:11]=2)=[CH:4][C:3]=1[NH:21][C:22]([C:24]1[C:28]2[N:29]=[CH:30][N:31]=[C:32](S(C)=O)[C:27]=2[S:26][CH:25]=1)=[O:23].[CH3:36][C:37]1[N:42]=[CH:41][C:40]([NH2:43])=[CH:39][CH:38]=1>>[CH3:1][C:2]1[CH:7]=[CH:6][C:5]([C:8](=[O:20])[NH:9][C:10]2[CH:15]=[CH:14][CH:13]=[C:12]([C:16]([F:18])([F:17])[F:19])[CH:11]=2)=[CH:4][C:3]=1[NH:21][C:22]([C:24]1[C:28]2[N:29]=[CH:30][N:31]=[C:32]([NH:43][C:40]3[CH:41]=[N:42][C:37]([CH3:36])=[CH:38][CH:39]=3)[C:27]=2[S:26][CH:25]=1)=[O:23]. Procedure: The procedure of Step 3 of Example 13 was repeated except for using the compound obtained in Step 2 of Example 13 and 6-methylpyridine-3-amine to obtain the title compound (see Table 1). Starting materials: CN(CCCO)C (3-(dimethylamino)propan-1-ol), N(=NC(=O)OC(C)C)C(=O)OC(C)C (Diisopropyl azodicarboxylate), ClC=1C(=C(SC1)NC(CN1C(C=CC2=CC(=CC=C12)C(F)(F)F)=O)=O)C1=NNC=N1 (N-(4-chloro-3-(1H-1,2,4-triazol-3-yl)thiophen-2-yl)-2-(2-oxo-6-(trifluoromethyl)quinolin-1(2H)-yl)acetamide), C1(=CC=CC=C1)P(C1=CC=CC=C1)C1=CC=CC=C1 (triphenylphosphine). Solvent: O1CCCC1 (tetrahydrofuran). Conditions: time 2 hour. Product: ClC=1C(=C(SC1)NC(CN1C(C=CC2=CC(=CC=C12)C(F)(F)F)=O)=O)C1=NN(C=N1)CCCN(C)C (N-(4-chloro-3-(1-(3-(dimethylamino)propyl)-1H-1,2,4-triazol-3-yl)thiophen-2-yl)-2-(2-oxo-6-(trifluoromethyl)quinolin-1(2H)-yl)acetamide). Reaction SMILES: N(C(OC(C)C)=O)=NC(OC(C)C)=O.[Cl:15][C:16]1[C:17]([C:40]2[N:44]=[CH:43][NH:42][N:41]=2)=[C:18]([NH:21][C:22](=[O:39])[CH2:23][N:24]2[C:33]3[C:28](=[CH:29][C:30]([C:34]([F:37])([F:36])[F:35])=[CH:31][CH:32]=3)[CH:27]=[CH:26][C:25]2=[O:38])[S:19][CH:20]=1.C1(P(C2C=CC=CC=2)C2C=CC=CC=2)C=CC=CC=1.[CH3:64][N:65]([CH3:70])[CH2:66][CH2:67][CH2:68]O>O1CCCC1>[Cl:15][C:16]1[C:17]([C:40]2[N:44]=[CH:43][N:42]([CH2:68][CH2:67][CH2:66][N:65]([CH3:70])[CH3:64])[N:41]=2)=[C:18]([NH:21][C:22](=[O:39])[CH2:23][N:24]2[C:33]3[C:28](=[CH:29][C:30]([C:34]([F:37])([F:36])[F:35])=[CH:31][CH:32]=3)[CH:27]=[CH:26][C:25]2=[O:38])[S:19][CH:20]=1. Procedure: Diisopropyl azodicarboxylate (0.30 ml, 1.52 mmol) was added dropwise to a heterogeneous mixture of N-(4-chloro-3-(1H-1,2,4-triazol-3-yl)thiophen-2-yl)-2-(2-oxo-6-(trifluoromethyl)quinolin-1(2H)-yl)acetamide (111 mg, 245 umol), polymer supported triphenylphosphine (500 mg, 1.50 mmol), and 3-(dimethylamino)propan-1-ol (300 mg, 2.91 mmol) in tetrahydrofuran (5 ml) at 0° C. After stirring for 2 h, the heterogeneous mixture was filtered through a pad of celite and concentrated under reduced pressure.... The reactants are Cc1ccc(S(=O)(=O)n2ccc3nc(Br)cnc32)cc1, O=C([O-])[O-], C1CCOC1, OB(O)C=Cc1ccccc1, ClCCl, [Na+], [Na+], O. Product: Cc1ccc(S(=O)(=O)n2ccc3nc(C=Cc4ccccc4)cnc32)cc1. Reaction SMILES: [Br:1][c:2]1[n:3][c:4]2[c:5]([n:6][cH:7]1)[n:8]([S:11](=[O:12])(=[O:13])[c:14]1[cH:15][cH:16][c:17]([CH3:18])[cH:19][cH:20]1)[cH:9][cH:10]2.[C:32](=[O:33])([O-:34])[O-:35].[CH2:38]1[O:39][CH2:40][CH2:41][CH2:42]1.[CH:21](=[CH:22][c:23]1[cH:24][cH:25][cH:26][cH:27][cH:28]1)[B:29]([OH:30])[OH:31].[Cl:44][CH2:45][Cl:46].[Na+:36].[Na+:37].[OH2:43]>>[c:2]1([CH:21]=[CH:22][c:23]2[cH:24][cH:25][cH:26][cH:27][cH:28]2)[n:3][c:4]2[c:5]([n:6][cH:7]1)[n:8]([S:11](=[O:12])(=[O:13])[c:14]1[cH:15][cH:16][c:17]([CH3:18])[cH:19][cH:20]1)[cH:9][cH:10]2.